Dataset: the Open Reaction Database (ORD), a public repository of structured organic reaction records. Task: describe an organic reaction: reactants, conditions, products, and yield Reactants: CC(C)OC(=O)/N=N/C(=O)OC(C)C (DIAD), FC1=C(C=CC=C1)C1=NC2=CC=CN=C2C=C1C(C)O (1-(2-(2-Fluorophenyl)-1,5-naphthyridin-3-yl)ethanol), C1(C=2C(C(N1)=O)=CC=CC2)=O (phthalimide), C1=CC=C(C=C1)P(C2=CC=CC=C2)C3=CC=CC=C3 (PPh3). Solvent: C1CCOC1 (THF). Run at temperature 0 celsius, time 7.5 minute. Yields the product FC1=C(C=CC=C1)C1=NC2=CC=CN=C2C=C1C(C)N1C(C2=CC=CC=C2C1=O)=O (2-(1-(2-(2-fluorophenyl)-1,5-naphthyridin-3-yl)ethyl)-1H-isoindole-1,3(2H)-dione). RXN SMILES: [F:1][C:2]1[CH:7]=[CH:6][CH:5]=[CH:4][C:3]=1[C:8]1[C:17]([CH:18](O)[CH3:19])=[CH:16][C:15]2[C:10](=[CH:11][CH:12]=[CH:13][N:14]=2)[N:9]=1.[C:21]1(=[O:31])[NH:25][C:24](=[O:26])[C:23]2=[CH:27][CH:28]=[CH:29][CH:30]=[C:22]12.C1C=CC(P(C2C=CC=CC=2)C2C=CC=CC=2)=CC=1.CC(OC(/N=N/C(OC(C)C)=O)=O)C>C1COCC1>[F:1][C:2]1[CH:7]=[CH:6][CH:5]=[CH:4][C:3]=1[C:8]1[C:17]([CH:18]([N:25]2[C:21](=[O:31])[C:22]3[C:23](=[CH:27][CH:28]=[CH:29][CH:30]=3)[C:24]2=[O:26])[CH3:19])=[CH:16][C:15]2[C:10](=[CH:11][CH:12]=[CH:13][N:14]=2)[N:9]=1. Procedure: 1-(2-(2-Fluorophenyl)-1,5-naphthyridin-3-yl)ethanol (550 mg, 2.04 mmol) and phthalimide (600 mg, 4.09 mmol) were dissolved in THF (20 mL) and the mixture was cooled to 0° C. To the cooled mixture was added PPh3 (1.07 g, 4.09 mmol) and the mixture was stirred for 5-10 min at 0° C. Then DIAD (800 mg, 4.09 mmol) was added dropwise to the above reaction mixture at 0° C., and the reaction mixture was slowly allowed to warm to rt and maintained at rt for 3 h. After completion of reaction, the reaction... The reactants are C(C)C1=NN(C2=CC=CC(=C12)NC(=O)C1=CN=C2N1C=CC=C2)CC2=NC(=CC=C2)OC[C@H]2NCC[C@@H]2O (N-(3-ethyl-1-((6-(((2R,3S)-3-hydroxypyrrolidin-2-yl)methoxy)pyridin-2-yl)methyl)-1H-indazol-4-yl)imidazo[1,2-a]pyridine-3-carboxamide), C=O (HCHO), aqueous solution, [BH-](OC(=O)C)(OC(=O)C)OC(=O)C.[Na+] (NaBH(OAc)3). The solvent is CO (MeOH). Conditions: time 30 minute. The product is C(C)C1=NN(C2=CC=CC(=C12)NC(=O)C1=CN=C2N1C=CC=C2)CC2=NC(=CC=C2)OC[C@H]2N(CC[C@@H]2O)C (N-(3-ethyl-1-((6-(((2R,3S)-3-hydroxy-1-methylpyrrolidin-2-yl)methoxy)pyridin-2-yl)methyl)-1H-indazol-4-yl)imidazo[1,2-a]pyridine-3-carboxamide). Yield: 77.7%. Reaction SMILES: [CH2:1]([C:3]1[C:11]2[C:6](=[CH:7][CH:8]=[CH:9][C:10]=2[NH:12][C:13]([C:15]2[N:19]3[CH:20]=[CH:21][CH:22]=[CH:23][C:18]3=[N:17][CH:16]=2)=[O:14])[N:5]([CH2:24][C:25]2[CH:30]=[CH:29][CH:28]=[C:27]([O:31][CH2:32][C@@H:33]3[C@@H:37]([OH:38])[CH2:36][CH2:35][NH:34]3)[N:26]=2)[N:4]=1)[CH3:2].C=O.[BH-](OC(C)=O)(OC(C)=O)O[C:43](C)=O.[Na+]>CO>[CH2:1]([C:3]1[C:11]2[C:6](=[CH:7][CH:8]=[CH:9][C:10]=2[NH:12][C:13]([C:15]2[N:19]3[CH:20]=[CH:21][CH:22]=[CH:23][C:18]3=[N:17][CH:16]=2)=[O:14])[N:5]([CH2:24][C:25]2[CH:30]=[CH:29][CH:28]=[C:27]([O:31][CH2:32][C@@H:33]3[C@@H:37]([OH:38])[CH2:36][CH2:35][N:34]3[CH3:43])[N:26]=2)[N:4]=1)[CH3:2] |f:2.3|. Procedure details: To N-(3-ethyl-1-((6-(((2R,3S)-3-hydroxypyrrolidin-2-yl)methoxy)pyridin-2-yl)methyl)-1H-indazol-4-yl)imidazo[1,2-a]pyridine-3-carboxamide (5 mg, 0.0098 mmol; prepared as in Example 36) in MeOH (1 mL) was added HCHO as a 35% aqueous solution (16 mg, 0.20 mmol) and NaBH(OAc)3 (10 mg, 0.049 mmol). The reaction mixture was stirred for 30 minutes, concentrated under reduced pressure and purified by silica gel chromatography (DCM/MeOH/NH4OH 10:1:0.1) to provide the final product (4 mg). MS (ES+APCI) m/... Reaction conditions: time 3 hour. The reactants are C(C)(C)C=1C=C(C=O)C=CC1OC (3-isopropyl-4-methoxybenzaldehyde), S(O)(O)(=O)=O (sulfuric acid), OO (hydrogen peroxide). The product is C(C)(C)C=1C=C(C=CC1OC)O (3-Isopropyl-4-methoxyphenol). Solvent: CO (MeOH). Procedure details: To a solution of 3-isopropyl-4-methoxybenzaldehyde (12.5 g, 70 mmol) in MeOH(140 mL) was added concentrated sulfuric acid (1.2 mL) followed by dropwise addition of 30% by wt aqueous hydrogen peroxide(6 g, 20 mL, 176 mmol). The mixture was left to stir at ambient room temperature. After 3 hours, the mixture was concentrated in vacuo to about ⅓ of the reaction volume. The concentrate was partitioned between EtOAc (100 mL) and brine (50 mL). The EtOAc extract was washed with brine (50 mL), dried (N... As a reaction SMILES: [CH:1]([C:4]1[CH:5]=[C:6]([CH:9]=[CH:10][C:11]=1[O:12][CH3:13])C=O)([CH3:3])[CH3:2].S(=O)(=O)(O)[OH:15].OO>CO>[CH:1]([C:4]1[CH:5]=[C:6]([OH:15])[CH:9]=[CH:10][C:11]=1[O:12][CH3:13])([CH3:3])[CH3:2]. Starting materials: stainless steel, C=CC (propylene), Al(Et)1, C=C (ethylene), VOCl3, [Al](CC)(CC)Cl (Al(Et)2Cl), C=C (ethylene), propylene and 5-vinyl-2-norbornene, [H][H] (hydrogen), C(=C)C1C2C=CC(C1)C2 (5-vinyl-2-norbornene). Run in CCCCCC (hexane). Product: C=C.C=CC.C(=C)C1C2C=CC(C1)C2 (Ethylene/propylene 5-vinyl-2-norbornene). As a reaction SMILES: C=C.[CH2:3]=[CH:4]C.[CH:6]([CH:8]1[CH2:13][CH:12]2[CH2:14][CH:9]1[CH:10]=[CH:11]2)=[CH2:7].[H][H].[Al](Cl)(CC)CC>CCCCCC>[CH2:3]=[CH2:4].[CH2:7]=[CH:6][CH3:8].[CH:6]([CH:8]1[CH2:13][CH:12]2[CH2:14][CH:9]1[CH:10]=[CH:11]2)=[CH2:7] |f:6.7.8|. Procedure: In a 100-liter stainless steel polymerization reactor equipped with a stirring blade (number of stirring revolutions: 250 rpm), terpolymerization of ethylene, propylene and 5-vinyl-2-norbornene was continuously carried out. To the liquid phase in the reactor were fed hexane at a rate of 60 l/hr, ethylene at a rate of 3.7 kg/hr, propylene at a rate of 8.0 kg/hr and 5-vinyl-2-norbornene at a rate of 480 g/hr, and were further continuously fed hydrogen at a rate of 50 l/hr and as catalysts VOCl3 at... RXN SMILES: Br[C:2]1[CH:3]=[C:4]2[C:14](=[CH:15][CH:16]=1)[O:13][C:7]1[CH:8]=[N:9][C:10]([Cl:12])=[CH:11][C:6]=1[C:5]2=[O:17].[F:18][C:19]1[C:24](B(O)O)=[CH:23][CH:22]=[CH:21][N:20]=1.CC([O-])=O.[K+]>>[Cl:12][C:10]1[N:9]=[CH:8][C:7]2[O:13][C:14]3[C:4]([C:5](=[O:17])[C:6]=2[CH:11]=1)=[CH:3][C:2]([C:24]1[C:19]([F:18])=[N:20][CH:21]=[CH:22][CH:23]=1)=[CH:16][CH:15]=3 |f:2.3|. The reactants are BrC=1C=C2C(C3=C(C=NC(=C3)Cl)OC2=CC1)=O (7-bromo-3-chloro-5H-chromeno[2,3-c]pyridin-5-one), FC1=NC=CC=C1B(O)O (2-fluoropyridin-3-ylboronic acid), bis(di-tert-butyl(4-dimethylaminophenyl)phosphine)dichloropalladium(H), CC(=O)[O-].[K+] (KOAc). Procedure details: A vial was charged with 7-bromo-3-chloro-5H-chromeno[2,3-c]pyridin-5-one (3 g, 9.66 mmol), 2-fluoropyridin-3-ylboronic acid (1.497 g, 10.63 mmol), bis(di-tert-butyl(4-dimethylaminophenyl)phosphine)dichloropalladium(H) (0.684 g, 0.966 mmol), and KOAc (1.510 mL, 24.15 mmol). The vial was evacuated and backfilled with nitrogen (this procedure was repeated twice). ACN (20 mL), dioxane (30 mL) and water (3 mL) were added, and the vial was sealed and the reaction mixture was heated to 120° C. for 4 h.... Product: ClC1=CC2=C(C=N1)OC1=CC=C(C=C1C2=O)C=2C(=NC=CC2)F (3-Chloro-7-(2-fluoropyridin-3-yl)-5H-chromeno[2,3-c]pyridin-5-one). Run at temperature 120 celsius. Starting materials: C(C)(C)(C)OC(=O)N[C@@H](CC(C)C)C(=O)N[C@@H]1CC[C@@H]2CN(C[C@@H]21)CC2=CC(=CC=C2)C(F)(F)F (N2-(tert-butyloxycarbonyl)-N1-{(3aR*,4R*,6aS*)-2-[3-(trifluoromethyl)benzyl]octahydrocyclopenta[c]pyrrol-4-yl}-L-leucinamide), Cl (HCl). Solvent: CCOCC (ether). Run at time 8 hour. The product is FC(C=1C=C(CN2C[C@H]3[C@@H](C2)[C@H](CC3)NC([C@@H](N)CC(C)C)=O)C=CC1)(F)F (N1-{(3aS*,4S*,6aR*)-2-[3-(trifluoromethyl)benzyl]octahydrocyclopenta[c]pyrrol-4-yl}-L-leucinamide), hydrochloride salt. As a reaction SMILES: C(OC([NH:8][C@H:9]([C:14]([NH:16][C@H:17]1[C@@H:24]2[C@@H:20]([CH2:21][N:22]([CH2:25][C:26]3[CH:31]=[CH:30][CH:29]=[C:28]([C:32]([F:35])([F:34])[F:33])[CH:27]=3)[CH2:23]2)[CH2:19][CH2:18]1)=[O:15])[CH2:10][CH:11]([CH3:13])[CH3:12])=O)(C)(C)C.Cl>CCOCC>[F:34][C:32]([F:33])([F:35])[C:28]1[CH:27]=[C:26]([CH:31]=[CH:30][CH:29]=1)[CH2:25][N:22]1[CH2:23][C@H:24]2[C@@H:17]([NH:16][C:14](=[O:15])[C@H:9]([CH2:10][CH:11]([CH3:12])[CH3:13])[NH2:8])[CH2:18][CH2:19][C@H:20]2[CH2:21]1. Procedure: N2-(tert-butyloxycarbonyl)-N1-{(3aR*,4R*,6aS*)-2-[3-(trifluoromethyl)benzyl]octahydrocyclopenta[c]pyrrol-4-yl}-L-leucinamide (140 mg, 0.281 mmol) from Example 137 and 2 N HCl (2.5 mL, 5.00 mmol) were combined in ether (0.5 mL), and the reaction was stirred at room temperature overnight. The solids were collected and dried to give the title compound as the hydrochloride salt: 1H NMR (500 MHz, pyridine-d5) δ ppm 8.59 (s, 0.5H), 8.48 (s, 0.5H), 7.89 (s, 0.5H), 7.83 (s, 0.5H), 7.69 (t, J=6.8, 1H), 7... Starting materials: C1(=CC=CC2=CC=CC=C12)C1=CC(CC1)O (3-naphthalen-1-yl-cyclopent-2-enol), C(C)[Zn]CC (diethylzinc), ICI (diiodomethane). Run in ClCCl (dichloromethane), ClCCl (dichloromethane). Reaction conditions: temperature 0 celsius, time 10 minute. Yields the product C1(=CC=CC2=CC=CC=C12)C12CCC(C2C1)O (5-naphthalen-1-yl-bicyclo[3.1.0]hexan-2-ol). Reaction SMILES: [C:1]1([C:11]2[CH2:15][CH2:14][CH:13]([OH:16])[CH:12]=2)[C:10]2[C:5](=[CH:6][CH:7]=[CH:8][CH:9]=2)[CH:4]=[CH:3][CH:2]=1.[CH2:17]([Zn]CC)C.ICI>ClCCl>[C:1]1([C:11]23[CH2:17][CH:12]2[CH:13]([OH:16])[CH2:14][CH2:15]3)[C:10]2[C:5](=[CH:6][CH:7]=[CH:8][CH:9]=2)[CH:4]=[CH:3][CH:2]=1. Procedure details: To a stirred solution of 3-naphthalen-1-yl-cyclopent-2-enol (1.00 g, 4.79 mmol) in dichloromethane (60 mL) was added diethylzinc (1.0 M in hexanes; 23.6 mL, 23.62 mmol, 4.9 eq.) and the reaction mixture was stirred for 10 min. The reaction mixture was cooled to 0° C. and treated with a solution of diiodomethane (1.93 mL, 24.04 mmol, 5 eq.) in dichloromethane (10 mL) in a dropwise fashion over 10 min. The reaction mixture was subsequently allowed to warm to ambient temperature and stirred for a f...